Dataset: the Open Reaction Database (ORD), a public repository of structured organic reaction records. Task: describe an organic reaction: reactants, conditions, products, and yield Reactants: C1(CCCCC1)/C(=C/C(=O)OCC)/C ((E)-ethyl 3-cyclohexylbut-2-enoate), [H-].[Al+3].[Li+].[H-].[H-].[H-] (lithium aluminum hydride), C(=O)([O-])C(O)C(O)C(=O)[O-].[Na+].[K+] (potassium sodium tartrate), C1CCOC1 (THF). The solvent is CCOCC (Et2O), CCOCC (Et2O). Run at time 5 minute. The product is C1(CCCCC1)/C(=C/CO)/C ((E)-3-cyclohexylbut-2-en-1-ol). RXN SMILES: [CH:1]1(/[C:7](/[CH3:14])=[CH:8]/[C:9](OCC)=[O:10])[CH2:6][CH2:5][CH2:4][CH2:3][CH2:2]1.[H-].[Al+3].[Li+].[H-].[H-].[H-].C1COCC1.C(C(C(C([O-])=O)O)O)([O-])=O.[Na+].[K+]>CCOCC>[CH:1]1(/[C:7](/[CH3:14])=[CH:8]/[CH2:9][OH:10])[CH2:6][CH2:5][CH2:4][CH2:3][CH2:2]1 |f:1.2.3.4.5.6,8.9.10|. Procedure details: To a 0° C. solution of (E)-ethyl 3-cyclohexylbut-2-enoate (Appella et al. (1999), J. Am. Chem. Soc. 121:9473) (1 g, 5.09 mmol) in dry Et2O (10 mL) was added a solution of lithium aluminum hydride (5.10 mL, 5.10 mmol, 1 M in Et2O). After 5 minutes, the reaction mixture was neutralized by dropwise addition of THF solution followed by addition of a saturated solution of potassium sodium tartrate. The reaction mixture was stirred for 25 minutes, and then diluted with Et2O. The organic layer was sepa... Yield: 65.0%. The reactants are ClC1=C(C=CC=C1)S(=O)(=O)NC1=NC=CN=C1C1=CC=C(C=C1)CCl (2-chloro-N-{3-[4-(chloromethyl)phenyl]pyrazin-2-yl}benzenesulfonamide), ClC1=C(C=CC=C1)S(=O)(=O)NC1=NC=CN=C1C1=CC=C(C=C1)CCl (2-chloro-N-{3-[4-(chloromethyl)phenyl]pyrazin-2-yl}benzenesulfonamide), C(C)C=1NC2=C(N1)C=CC=C2 (2-ethyl benzimidazole). Procedure details: Following the general method as outlined in Example 1 (Method B), starting from 2-chloro-N-{3-[4-(chloromethyl)phenyl]pyrazin-2-yl}benzenesulfonamide (Intermediate 8), and 2-ethyl benzimidazole, the title compound was isolated as a yellow solid in 65% yield (96% purity by HPLC). Yields the product ClC1=C(C=CC=C1)S(=O)(=O)NC1=NC=CN=C1C1=CC=C(C=C1)CN1C(=NC2=C1C=CC=C2)CC (2-chloro-N-(3-{4-[(2-ethyl-1H-benzimidazol-1-yl)methyl]phenyl}pyrazin-2-yl)benzenesulfonamide). RXN SMILES: [Cl:1][C:2]1[CH:7]=[CH:6][CH:5]=[CH:4][C:3]=1[S:8]([NH:11][C:12]1[C:17]([C:18]2[CH:23]=[CH:22][C:21]([CH2:24]Cl)=[CH:20][CH:19]=2)=[N:16][CH:15]=[CH:14][N:13]=1)(=[O:10])=[O:9].[CH2:26]([C:28]1[NH:29][C:30]2[CH:36]=[CH:35][CH:34]=[CH:33][C:31]=2[N:32]=1)[CH3:27]>>[Cl:1][C:2]1[CH:7]=[CH:6][CH:5]=[CH:4][C:3]=1[S:8]([NH:11][C:12]1[C:17]([C:18]2[CH:23]=[CH:22][C:21]([CH2:24][N:29]3[C:30]4[CH:36]=[CH:35][CH:34]=[CH:33][C:31]=4[N:32]=[C:28]3[CH2:26][CH3:27])=[CH:20][CH:19]=2)=[N:16][CH:15]=[CH:14][N:13]=1)(=[O:9])=[O:10]. Starting materials: [N+](=O)([O-])C=1C=C(N)C=CC1 (m-Nitroaniline), C(C)OC(C(C(C)=O)CC(C1=CC=CC=C1)=O)=O (3-oxo-2-(2-oxo-2-phenyl-ethyl)-butyric acid ethyl ester), CC1=CC=C(C=C1)S(=O)(=O)O (tosic acid). Run in C(C)O (ethanol). The product is C(C)OC(=O)C1=C(N(C(=C1)C1=CC=CC=C1)C1=CC(=CC=C1)[N+](=O)[O-])C (2-Methyl-1-(3-nitrophenyl)-5-phenyl-1H-pyrrole-3-carboxylic Acid Ethyl Ester). As a reaction SMILES: [N+:1]([C:4]1[CH:5]=[C:6]([CH:8]=[CH:9][CH:10]=1)[NH2:7])([O-:3])=[O:2].[CH2:11]([O:13][C:14](=[O:28])[CH:15]([CH2:19][C:20](=O)[C:21]1[CH:26]=[CH:25][CH:24]=[CH:23][CH:22]=1)[C:16](=O)[CH3:17])[CH3:12].CC1C=CC(S(O)(=O)=O)=CC=1>C(O)C>[CH2:11]([O:13][C:14]([C:15]1[CH:19]=[C:20]([C:21]2[CH:22]=[CH:23][CH:24]=[CH:25][CH:26]=2)[N:7]([C:6]2[CH:8]=[CH:9][CH:10]=[C:4]([N+:1]([O-:3])=[O:2])[CH:5]=2)[C:16]=1[CH3:17])=[O:28])[CH3:12]. Procedure: m-Nitroaniline (10 mmol, 1.4 g), 3-oxo-2-(2-oxo-2-phenyl-ethyl)-butyric acid ethyl ester (10 mmol, 2.5 g), and tosic acid (0.1 g) were combined in ethanol, then heated under reflux. The named product was recrystallized from ethanol (m.p. 143° C.-145° C.). Starting materials: S(=O)(=O)([O-])[O-].CSC(=[NH2+])N.CSC(=[NH2+])N (S-methyl-thiouronium sulphate), S1C(=NC=C1)CCCN (3-(2-Thiazolyl)propylamine), amine dihydrochloride, [OH-].[Na+] (sodium hydroxide). The solvent is C(C)(=O)OCC (ethyl acetate). The product is S(=O)(=O)(O)O.S1C(=NC=C1)CCCNC(=N)N.S1C(=NC=C1)CCCNC(=N)N (3-(2-thiazolyl)propylguanidine hemisulphate). RXN SMILES: [S:1]1[CH:5]=[CH:4][N:3]=[C:2]1[CH2:6][CH2:7][CH2:8][NH2:9].[OH-].[Na+].[S:12]([O-:16])([O-:15])(=[O:14])=[O:13].CS[C:19]([NH2:21])=[NH2+:20].CS[C:24]([NH2:26])=[NH2+:25]>C(OCC)(=O)C>[S:12]([OH:16])([OH:15])(=[O:14])=[O:13].[S:1]1[CH:5]=[CH:4][N:3]=[C:2]1[CH2:6][CH2:7][CH2:8][NH:9][C:19]([NH2:21])=[NH:20].[S:1]1[CH:5]=[CH:4][N:3]=[C:2]1[CH2:6][CH2:7][CH2:8][NH:9][C:24]([NH2:26])=[NH:25] |f:1.2,3.4.5,7.8.9|. Reported procedure: A mixture of 3-phthalimidothiobutyramide (15.0 g) and bromoacetaldehyde diethyl acetal (19.7 g) is heated at 100° C with frequent agitation for two hours. The solid mass is extracted with hot ethanol, and the extracts are treated with charcoal and filtered. On cooling, crystals are deposited. These are dissolved in water (50 ml) and the solution washed with ether (25 ml) and diluted with aqueous sodium acetate to pH 6. A yellowish-brown solid crystallizes out which is collected and washed with w... The reactants are [OH-].[Na+] (NaOH), C(C1=CC=CC=C1)OC(=O)NC=1C(=NC2=CC(=CC=C2C1)Br)C(=O)OCC (Ethyl 3-{[(benzyloxy)carbonyl]amino}-7-bromoquinoline-2-carboxylate), [O-]P(=O)([O-])[O-].[K+].[K+].[K+] (K3PO4), CC1(OB(OC1(C)C)C=C)C (4,4,5,5-tetramethyl-2-vinyl-1,3,2-dioxaborolane). Reagents/catalysts: C1(CCCCC1)P(C1=C(C=CC=C1)C1=C(C=C(C=C1C(C)C)C(C)C)C(C)C)C1CCCCC1.NC1=C(C=CC=C1)C1=C(C=CC=C1)[Pd]Cl (dicyclohexyl(2′,4′,6′-triisopropylbiphenyl-2-yl)phosphine (2′-aminobiphenyl-2-yl)(chloro)palladium). The solvent is O (water), O1CCOCC1 (1,4-dioxane). Conditions: temperature 80 celsius. The product is NC=1C(=NC2=CC(=CC=C2C1)C=C)C(=O)O (3-Amino-7-vinylquinoline-2-carboxylic acid). Reaction SMILES: C(OC([NH:11][C:12]1[C:13]([C:23]([O:25]CC)=[O:24])=[N:14][C:15]2[C:20]([CH:21]=1)=[CH:19][CH:18]=[C:17](Br)[CH:16]=2)=O)C1C=CC=CC=1.[O-]P([O-])([O-])=O.[K+].[K+].[K+].[CH3:36][C:37]1(C)C(C)(C)OB(C=C)O1.[OH-].[Na+]>C1(P(C2CCCCC2)C2C=CC=CC=2C2C(C(C)C)=CC(C(C)C)=CC=2C(C)C)CCCCC1.NC1C=CC=CC=1C1C=CC=CC=1[Pd]Cl.O.O1CCOCC1>[NH2:11][C:12]1[C:13]([C:23]([OH:25])=[O:24])=[N:14][C:15]2[C:20]([CH:21]=1)=[CH:19][CH:18]=[C:17]([CH:36]=[CH2:37])[CH:16]=2 |f:1.2.3.4,6.7,8.9|. Procedure details: Ethyl 3-{[(benzyloxy)carbonyl]amino}-7-bromoquinoline-2-carboxylate (1.50 g, 3.49 mmol), K3PO4 (1.48 g, 6.97 mmol), 1,4-dioxane (45 mL), water (7.5 mL) and 4,4,5,5-tetramethyl-2-vinyl-1,3,2-dioxaborolane (0.80 g, 5.2 mmol) were added to a flask. The reaction mixture was purged with nitrogen for 10 min., then dicyclohexyl(2′,4′,6′-triisopropylbiphenyl-2-yl)phosphine-(2′-aminobiphenyl-2-yl)(chloro)palladium (1:1) (0.18 g, 0.23 mmol) was added. The flask was then sealed and the reaction mixture was... Starting materials: [Br-], COC1=CC=C2C3Cc4ccc(OC)c5c4C2(CCN3C)C1O5, CC(=O)O, CO, [K+]. Yields the product COc1ccc2c3c1OC1C(=O)CC=C4C(C2)N(C)CCC431. As a reaction SMILES: [Br-:28].[CH3:1][O:2][C:3]1=[CH:4][CH:5]=[C:6]2[CH:7]3[CH2:8][c:9]4[cH:10][cH:11][c:12]([O:13][CH3:14])[c:15]5[c:23]4[C:18]2([CH:17]1[O:16]5)[CH2:19][CH2:20][N:21]3[CH3:22].[CH3:24][C:25](=[O:26])[OH:27].[CH3:30][OH:31].[K+:29]>>[O:2]=[C:3]1[CH2:4][CH:5]=[C:6]2[CH:7]3[CH2:8][c:9]4[cH:10][cH:11][c:12]([O:13][CH3:14])[c:15]5[c:23]4[C:18]2([CH:17]1[O:16]5)[CH2:19][CH2:20][N:21]3[CH3:22].